This data is from the Open Reaction Database (ORD), a public repository of structured organic reaction records. The task is: describe an organic reaction: reactants, conditions, products, and yield Starting materials: Brc1cc2ccccc2c(Br)n1, O=C([O-])[O-], [K+], [K+], CC(C)(C)OC(=O)N1CCCNCC1, CN(C)C=O. Yields the product CC(C)(C)OC(=O)N1CCCN(c2nc(Br)cc3ccccc23)CC1. As a reaction SMILES: [Br:1][c:2]1[n:3][c:4]([Br:12])[c:5]2[cH:6][cH:7][cH:8][cH:9][c:10]2[cH:11]1.[C:27](=[O:28])([O-:29])[O-:30].[K+:31].[K+:32].[N:13]1([C:20](=[O:21])[O:22][C:23]([CH3:24])([CH3:25])[CH3:26])[CH2:14][CH2:15][NH:16][CH2:17][CH2:18][CH2:19]1.[O:33]=[CH:34][N:35]([CH3:36])[CH3:37]>>[Br:1][c:2]1[n:3][c:4]([N:16]2[CH2:15][CH2:14][N:13]([C:20](=[O:21])[O:22][C:23]([CH3:24])([CH3:25])[CH3:26])[CH2:19][CH2:18][CH2:17]2)[c:5]2[cH:6][cH:7][cH:8][cH:9][c:10]2[cH:11]1. Reactants: CN(C)C=O, CCOC(C)=O, CC(C)[Si](Cl)(C(C)C)C(C)C, O, CCOC(=O)c1cnc2[nH]ccc2c1NC1CCCC(CO)C1, c1c[nH]cn1. Yields the product CCOC(=O)c1cnc2[nH]ccc2c1NC1CCCC(CO[Si](C(C)C)(C(C)C)C(C)C)C1. As a reaction SMILES: [CH3:41][N:42]([CH3:43])[CH:44]=[O:45].[CH3:46][CH2:47][O:48][C:49]([CH3:50])=[O:51].[Cl:29][Si:30]([CH:31]([CH3:32])[CH3:33])([CH:34]([CH3:35])[CH3:36])[CH:37]([CH3:38])[CH3:39].[OH2:40].[OH:1][CH2:2][CH:3]1[CH2:4][CH:5]([NH:9][c:10]2[c:11]3[c:12]([n:13][cH:14][c:15]2[C:16](=[O:17])[O:18][CH2:19][CH3:20])[nH:21][cH:22][cH:23]3)[CH2:6][CH2:7][CH2:8]1.[nH:24]1[cH:25][cH:26][n:27][cH:28]1>>[O:1]([CH2:2][CH:3]1[CH2:4][CH:5]([NH:9][c:10]2[c:11]3[c:12]([n:13][cH:14][c:15]2[C:16](=[O:17])[O:18][CH2:19][CH3:20])[nH:21][cH:22][cH:23]3)[CH2:6][CH2:7][CH2:8]1)[Si:30]([CH:31]([CH3:32])[CH3:33])([CH:34]([CH3:35])[CH3:36])[CH:37]([CH3:38])[CH3:39]. Starting materials: O=C1c2cc(OCc3ccccc3)ccc2OCCC1Br, [H-], [Na+], C1CCOC1, Oc1ccccc1. Product: O=C1c2cc(OCc3ccccc3)ccc2OCCC1Oc1ccccc1. As a reaction SMILES: [CH2:10]([c:11]1[cH:12][cH:13][cH:14][cH:15][cH:16]1)[O:17][c:18]1[cH:19][cH:20][c:21]2[c:22]([cH:30]1)[C:23](=[O:29])[CH:24]([Br:28])[CH2:25][CH2:26][O:27]2.[H-:8].[Na+:9].[O:31]1[CH2:32][CH2:33][CH2:34][CH2:35]1.[OH:1][c:2]1[cH:3][cH:4][cH:5][cH:6][cH:7]1>>[O:1]([c:2]1[cH:3][cH:4][cH:5][cH:6][cH:7]1)[CH:24]1[C:23](=[O:29])[c:22]2[c:21]([cH:20][cH:19][c:18]([O:17][CH2:10][c:11]3[cH:12][cH:13][cH:14][cH:15][cH:16]3)[cH:30]2)[O:27][CH2:26][CH2:25]1. Starting materials: liquid, N (ammonia), C1(=CC=CC=C1)C(N1CC(C1)OC1=CC(=CC=C1)C(F)(F)F)C1=CC=CC=C1 (1-(diphenylmethyl)-3-[3-(trifluoromethyl)phenoxy]azetidine), N (ammonia), solution, C(=O)(Cl)Cl (phosgene), FC(C=1C=C(OC2CN(C2)C(=O)Cl)C=CC1)(F)F (3-[3-(trifluoromethyl)phenoxy]-1-azetidinecarbonyl chloride), C1(=CC=CC=C1)C(Cl)C1=CC=CC=C1 (diphenylchloromethane), C(=O)(Cl)Cl (phosgene), C([O-])([O-])=O.[K+].[K+] (potassium carbonate). Solvent: C1(=CC=CC=C1)C (toluene), C1(=CC=CC=C1)C (toluene). Conditions: time 0.5 hour. Product: FC(C=1C=C(OC2CN(C2)C(=O)N)C=CC1)(F)F (3-[3-(Trifluoromethyl)phenoxy]-1-azetidinecarboxamide). As a reaction SMILES: C(Cl)(Cl)=O.C(=O)([O-])[O-].[K+].[K+].C1(C(C2C=CC=CC=2)[N:18]2CC(OC3C=CC=C(C(F)(F)F)C=3)C2)C=CC=CC=1.[F:39][C:40]([F:56])([F:55])[C:41]1[CH:42]=[C:43]([CH:52]=[CH:53][CH:54]=1)[O:44][CH:45]1[CH2:48][N:47]([C:49](Cl)=[O:50])[CH2:46]1.C1(C(C2C=CC=CC=2)Cl)C=CC=CC=1.N>C1(C)C=CC=CC=1>[F:39][C:40]([F:56])([F:55])[C:41]1[CH:42]=[C:43]([CH:52]=[CH:53][CH:54]=1)[O:44][CH:45]1[CH2:48][N:47]([C:49]([NH2:18])=[O:50])[CH2:46]1 |f:1.2.3|. Reported procedure: A 16 ml solution containing 5.94 g of phosgene was prepared by dissolving phosgene gas in cold toluene. This solution was stirred with 7 g potassium carbonate in an acetone-ice bath for about 10 minutes. To this solution in the bath was added dropwise over a 13 minute period at -9° C. to +4° C. a solution of 19.2 g (0.050 mole) of 1-(diphenylmethyl)-3-[3-(trifluoromethyl)phenoxy]azetidine in 38.4 ml of toluene. The cold bath was removed and the temperature of the reaction mixture rose to 18° C. ... Starting materials: OC[C@]12[C@H](OCC1)[C@H]([C@H](C2)NC(OC(C)(C)C)=O)[Se]C2=CC=CC=C2 (tert-butyl ((3aR,5S,6S,6aS)-3a-(hydroxymethyl)-6-(phenylselanyl)hexahydro-2H-cyclopenta[b]furan-5-yl)carbamate), CC(C)(C#N)N=NC(C)(C)C#N (AIBN), C[Si](C)(C)[SiH]([Si](C)(C)C)[Si](C)(C)C (tris(trimethylsilyl)silane). Solvent: C1(=CC=CC=C1)C (toluene). Reaction conditions: temperature 81.5 celsius. Product: OC[C@]12[C@H](OCC1)C[C@H](C2)NC(OC(C)(C)C)=O (tert-butyl ((3aR,5S,6aR)-3a-(hydroxymethyl)hexahydro-2H-cyclopenta[b]furan-5-yl)carbamate). As a reaction SMILES: [OH:1][CH2:2][C@:3]12[CH2:10][C@H:9]([NH:11][C:12](=[O:18])[O:13][C:14]([CH3:17])([CH3:16])[CH3:15])[C@H:8]([Se]C3C=CC=CC=3)[C@H:4]1[O:5][CH2:6][CH2:7]2.CC(N=NC(C#N)(C)C)(C#N)C.C[Si]([SiH]([Si](C)(C)C)[Si](C)(C)C)(C)C>C1(C)C=CC=CC=1>[OH:1][CH2:2][C@:3]12[CH2:10][C@H:9]([NH:11][C:12](=[O:18])[O:13][C:14]([CH3:16])([CH3:15])[CH3:17])[CH2:8][C@H:4]1[O:5][CH2:6][CH2:7]2. Reported procedure: A 22-L four-neck round bottom flask equipped with mechanical stirrer, heating mantel, temperature probe, nitrogen inlet, and a reflux condenser with nitrogen outlet was purged with nitrogen for 30 min before use. The product of Step C (603.5 g, 1.46 mol, 1 eq), AIBN (241 g, 1.46 mol, 1 eq), tris(trimethylsilyl)silane (910 mL, 2.93 mol, 2 eq) and toluene (16.3 L) were added and the suspension was degassed with nitrogen purge through the suspension for 20 min. The reaction was heated to 80-83° C. ... Reactants: C(CCCCCCC)C=1C=NC(=NC1)C1=CC=C(C=C1)O (5-octyl-2-(4-hydroxyphenyl)pyrimidine), FC(C(C(OC(COCCCCCCBr)(F)F)(F)F)(F)F)(C(F)(F)F)F (6-(2-(nonafluorobutoxy)-2,2-difluoroethoxy)-1-bromohexane). Yields the product C(CCCCCCC)C=1C=NC(=NC1)C1=CC=C(C=C1)OCCCCCCOCC(F)(F)OC(C(C(C(F)(F)F)(F)F)(F)F)(F)F (5-Octyl-2-[4-(6-(2-(nonafluorobutoxy)-2,2-difluoroethoxy)hexyloxy)phenyl]pyrimidine), crude product. Reaction SMILES: [CH2:1]([C:9]1[CH:10]=[N:11][C:12]([C:15]2[CH:20]=[CH:19][C:18]([OH:21])=[CH:17][CH:16]=2)=[N:13][CH:14]=1)[CH2:2][CH2:3][CH2:4][CH2:5][CH2:6][CH2:7][CH3:8].[F:22][C:23]([F:47])([C:43]([F:46])([F:45])[F:44])[C:24]([F:42])([F:41])[C:25]([F:40])([F:39])[O:26][C:27]([F:38])([F:37])[CH2:28][O:29][CH2:30][CH2:31][CH2:32][CH2:33][CH2:34][CH2:35]Br>>[CH2:1]([C:9]1[CH:14]=[N:13][C:12]([C:15]2[CH:20]=[CH:19][C:18]([O:21][CH2:35][CH2:34][CH2:33][CH2:32][CH2:31][CH2:30][O:29][CH2:28][C:27]([O:26][C:25]([F:39])([F:40])[C:24]([F:41])([F:42])[C:23]([F:22])([F:47])[C:43]([F:44])([F:45])[F:46])([F:38])[F:37])=[CH:17][CH:16]=2)=[N:11][CH:10]=1)[CH2:2][CH2:3][CH2:4][CH2:5][CH2:6][CH2:7][CH3:8]. Reported procedure: The title compound was prepared essentially as in Example 1 by combining 5-octyl-2-(4-hydroxyphenyl)pyrimidine (8.0 g, 28.13 mmol) and 6-(2-(nonafluorobutoxy)-2,2-difluoroethoxy)-1-bromohexane (14.15 g, 29.54 mmol; prepared by combining 1,6-dibromohexane with 2-(nonafluorobutoxy)-2,2-difluoroethanol). After refluxing overnight, the resulting crude product was isolated by filtration and further purified by recrystallization from ethanol, followed by Kugelrohr distillation (b.p. 200° C. at 0.25 to... The reactants are BrC1=CSC2=C1N=C(N=C2N)Cl (7-bromo-2-chlorothieno[3,2-d]pyrimidin-4-amine), CNS(=O)(=O)C=1C=C(C=CC1)B(O)O (3-(N-methylsulfamoyl)phenylboronic acid). Yields the product NC=1C2=C(N=C(N1)Cl)C(=CS2)C=2C=C(C=CC2)S(=O)(=O)NC (3-(4-amino-2-chlorothieno[3,2-d]pyrimidin-7-yl)-N-methylbenzenesulfonamide). Isolated yield 71.2%. As a reaction SMILES: Br[C:2]1[C:6]2[N:7]=[C:8]([Cl:12])[N:9]=[C:10]([NH2:11])[C:5]=2[S:4][CH:3]=1.[CH3:13][NH:14][S:15]([C:18]1[CH:19]=[C:20](B(O)O)[CH:21]=[CH:22][CH:23]=1)(=[O:17])=[O:16]>>[NH2:11][C:10]1[C:5]2[S:4][CH:3]=[C:2]([C:20]3[CH:19]=[C:18]([S:15]([NH:14][CH3:13])(=[O:16])=[O:17])[CH:23]=[CH:22][CH:21]=3)[C:6]=2[N:7]=[C:8]([Cl:12])[N:9]=1. Procedure: The target compound (480 mg, 71% yield) was prepared in the same manner as Step 1 of Example 11 using 7-bromo-2-chlorothieno[3,2-d]pyrimidin-4-amine (500 mg, 1.90 mmol) and 3-(N-methylsulfamoyl)phenylboronic acid (409 mg, 1.90 mmol). As a reaction SMILES: [CH3:1][c:2]1[c:3]([C:13](=[O:14])[O:15][CH2:16][CH3:17])[cH:4][c:5]2[c:6]([n:7]1)[CH2:8][CH2:9][CH2:10][CH2:11][CH2:12]2.[ClH:18].[Na+:20].[OH-:19]>>[CH3:1][c:2]1[c:3]([C:13](=[O:14])[OH:15])[cH:4][c:5]2[c:6]([n:7]1)[CH2:8][CH2:9][CH2:10][CH2:11][CH2:12]2. The reactants are CCOC(=O)c1cc2c(nc1C)CCCCC2, Cl, [Na+], [OH-]. Product: Cc1nc2c(cc1C(=O)O)CCCCC2.